Dataset: the Open Reaction Database (ORD), a public repository of structured organic reaction records. Task: describe an organic reaction: reactants, conditions, products, and yield The solvent is CN(C)C=O (DMF). As a reaction SMILES: [NH:1]1[C:9]2[C:4](=[CH:5][CH:6]=[CH:7][C:8]=2[CH:10]=[O:11])[CH:3]=[CH:2]1.[H-].[Na+].CI.[C:16](OCC)(=O)C>CN(C=O)C>[CH3:16][N:1]1[C:9]2[C:4](=[CH:5][CH:6]=[CH:7][C:8]=2[CH:10]=[O:11])[CH:3]=[CH:2]1 |f:1.2|. Run at time 30 minute. Yields the product CN1C=CC2=CC=CC(=C12)C=O (N-methylindole-7-carboxaldehyde). The reactants are N1C=CC2=CC=CC(=C12)C=O (indole-7-carboxaldehyde), [H-].[Na+] (sodium hydride), C(C)(=O)OCC (Ethyl acetate), CI (Methyl iodide). Procedure details: To a solution of indole-7-carboxaldehyde (500 mg, 3.45 mmol) in DMF (8 mL) was added sodium hydride (152 mg of 60% dispersion in oil, 3.8 mmol). The mixture was stirred for 30 mins. Methyl iodide (0.98 g, 6.9 mmol) was then added and the mixture was stirred for 2 hrs. Ethyl acetate (200 mL) was added and solution was washed with H2O (3×20 mL) and brine (25 mL) dried over MgSO4 and concentrated to afford N-methylindole-7-carboxaldehyde as a brown oil which was used without further purification. The reactants are C1CCOC1, C[Si](C)(C)[N-][Si](C)(C)C, CCOC(C)=O, ClCCN1CCCC1, Cl, Fc1ccc(Nc2nccs2)cc1, [Na+]. Product: Fc1ccc(N(CCN2CCCC2)c2nccs2)cc1. Reaction SMILES: [CH2:39]1[O:40][CH2:41][CH2:42][CH2:43]1.[CH3:15][Si:16]([N-:17][Si:18]([CH3:19])([CH3:20])[CH3:21])([CH3:22])[CH3:23].[CH3:33][CH2:34][O:35][C:36]([CH3:37])=[O:38].[Cl:25][CH2:26][CH2:27][N:28]1[CH2:29][CH2:30][CH2:31][CH2:32]1.[ClH:24].[F:1][c:2]1[cH:3][cH:4][c:5]([NH:8][c:9]2[s:10][cH:11][cH:12][n:13]2)[cH:6][cH:7]1.[Na+:14]>>[F:1][c:2]1[cH:3][cH:4][c:5]([N:8]([c:9]2[s:10][cH:11][cH:12][n:13]2)[CH2:26][CH2:27][N:28]2[CH2:29][CH2:30][CH2:31][CH2:32]2)[cH:6][cH:7]1. Reactants: [Si](C)(C)(C(C)(C)C)OC[C@@H]1[C@@H](N(C(O1)(C)C)C(=O)OC(C)(C)C)CC1=CC(=NC=C1)Cl ((4S,5S)-Tert-butyl 5-((tert-butyldimethylsilyloxy)methyl)-4-((2-chloropyridin-4-yl)methyl)-2,2-dimethyloxazolidine-3-carboxylate), CI (MeI), CN(CCO)C (Dimethylethanolamine), [Li+].CCC[CH2-] (N-BUTYLLITHIUM). Solvent: hexanes, C1CCOC1 (THF), hexanes. Conditions: temperature 0 celsius, time 30 minute. Yields the product [Si](C)(C)(C(C)(C)C)OC[C@@H]1[C@@H](N(C(O1)(C)C)C(=O)OC(C)(C)C)CC1=CC(=NC(=C1)C)Cl ((4S,5S)-tert-butyl 5-((tert-butyldimethylsilyloxy)methyl)-4-((2-chloro-6-methylpyridin-4-yl)methyl)-2,2-dimethyloxazolidine-3-carboxylate). Reaction SMILES: [CH3:1]N(C)CCO.[Li+].CCC[CH2-].[Si:12]([O:19][CH2:20][C@H:21]1[O:25][C:24]([CH3:27])([CH3:26])[N:23]([C:28]([O:30][C:31]([CH3:34])([CH3:33])[CH3:32])=[O:29])[C@H:22]1[CH2:35][C:36]1[CH:41]=[CH:40][N:39]=[C:38]([Cl:42])[CH:37]=1)([C:15]([CH3:18])([CH3:17])[CH3:16])([CH3:14])[CH3:13].CI>C1COCC1>[Si:12]([O:19][CH2:20][C@H:21]1[O:25][C:24]([CH3:27])([CH3:26])[N:23]([C:28]([O:30][C:31]([CH3:32])([CH3:33])[CH3:34])=[O:29])[C@H:22]1[CH2:35][C:36]1[CH:41]=[C:40]([CH3:1])[N:39]=[C:38]([Cl:42])[CH:37]=1)([C:15]([CH3:16])([CH3:17])[CH3:18])([CH3:13])[CH3:14] |f:1.2|. Procedure details: Dimethylethanolamine (0.128 ml, 1.27 mmol) was added to anhydrous hexanes (1.4 L) and cooled to 0° C. N-BUTYLLITHIUM (2.5 M in hexanes)(1.02 ml, 2.55 mmol) was added dropwise and stirred for 30 minutes before being cooled to −78° C. (4S,5S)-Tert-butyl 5-((tert-butyldimethylsilyloxy)methyl)-4-((2-chloropyridin-4-yl)methyl)-2,2-dimethyloxazolidine-3-carboxylate (0.200 g, 0.425 mmol) in hexanes (1 mL) was added dropwise and the solution was stirred for 1 hour at −78° C. to give a dark orange soluti... The product is C=C=O (Ketene), C(=O)(C(F)(F)F)O (TFA). Run at temperature -78 celsius. Starting materials: C=C1CC(=O)O1 (diketene), anhydride, C(=O)(C(F)(F)F)O (TFA), Halocarbon, C=C1CC(=O)O1 (Diketene). The solvent is C(C)(=O)O (acetic acid). Reported procedure: TFA and TFM were obtained from Mallinckrodt and Halocarbon Products, acetic acid and anhydride from J. T. Baker and diketene from Aldrich Chemical. Ketene was prepared by two methods: Method A: Diketene was passed through a heated tube at a temperature between 500-600° C. The formed gas was condensed in a dry ice bath at −78° C., redistilled into a calibrated cold finger, measured based on a density of 0.65 g/ml and transferred under reduced pressure to a reaction vessel also chilled to −78° C. ... As a reaction SMILES: [C:1]([OH:7])([C:3]([F:6])([F:5])[F:4])=[O:2].C=C1OC(=O)C1>C(O)(=O)C>[CH2:3]=[C:1]=[O:2].[C:1]([OH:7])([C:3]([F:6])([F:5])[F:4])=[O:2].